Dataset: the Open Reaction Database (ORD), a public repository of structured organic reaction records. Task: describe an organic reaction: reactants, conditions, products, and yield Reactants: O.NN (hydrazine hydrate), FC1=CC(=C(C=C1C)NC1CCN(CC1)C(=O)OC(C)(C)C)[N+](=O)[O-] (1,1-Dimethylethyl 4-[(4-fluoro-5-methyl-2-nitrophenyl)amino]-1-piperidinecarboxylate). The reagents and catalysts are [Ni] (Raney Nickel). The solvent is C(C)O (ethanol), C(C)O (ethanol). Run at temperature 45 celsius. The product is NC1=C(C=C(C(=C1)F)C)NC1CCN(CC1)C(=O)OC(C)(C)C (1,1-Dimethylethyl 4-[(2-amino-4-fluoro-5-methylphenyl)amino]-1-piperidinecarboxylate). Yield: 91.7%. As a reaction SMILES: [F:1][C:2]1[C:7]([CH3:8])=[CH:6][C:5]([NH:9][CH:10]2[CH2:15][CH2:14][N:13]([C:16]([O:18][C:19]([CH3:22])([CH3:21])[CH3:20])=[O:17])[CH2:12][CH2:11]2)=[C:4]([N+:23]([O-])=O)[CH:3]=1.O.NN>C(O)C.[Ni]>[NH2:23][C:4]1[CH:3]=[C:2]([F:1])[C:7]([CH3:8])=[CH:6][C:5]=1[NH:9][CH:10]1[CH2:11][CH2:12][N:13]([C:16]([O:18][C:19]([CH3:22])([CH3:21])[CH3:20])=[O:17])[CH2:14][CH2:15]1 |f:1.2|. Procedure details: 1,1-Dimethylethyl 4-[(4-fluoro-5-methyl-2-nitrophenyl)amino]-1-piperidinecarboxylate (D27) (0.96 mmol, 340 mg) in ethanol (20 mL) was treated under argon at room temperature with Raney Nickel (suspension, 50% in water, 0.5 mL) then dropwise with hydrazine hydrate (9.6 mmol, 10 eq) in ethanol over 15 min. The mixture was heated at 45° C. for 50 min. The Raney nickel was filtered off and washed with ethanol. The reaction mixture was concentrated under vacuum to give the title compound (0.88 mmol, ... Starting materials: N#CC=Cc1cccc(C2OCCO2)c1, Cl, C1CCOC1. Yields the product N#CC=Cc1cccc(C=O)c1. Reaction SMILES: [C:1](#[N:2])[CH:3]=[CH:4][c:5]1[cH:6][c:7]([CH:11]2[O:12][CH2:15][CH2:14][O:13]2)[cH:8][cH:9][cH:10]1.[ClH:16].[O:17]1[CH2:18][CH2:19][CH2:20][CH2:21]1>>[C:1](#[N:2])[CH:3]=[CH:4][c:5]1[cH:6][c:7]([CH:11]=[O:12])[cH:8][cH:9][cH:10]1. Reactants: C(#N)C1=CC=C(C(=O)O)C=C1 (4-cyanobenzoic acid), COC([C@@H](NC([C@@H](NC(C1=CC(=CC=C1)N)=O)CC(=O)OC(C)(C)C)=O)CC1=CC=CC2=CC=CC=C12)=O (N-[N-(m-aminobenzoyl)-3-(t-butoxycarbonyl)-L-alanyl]-3-(1-naphthyl)-L-alanine methyl ester). Product: COC([C@@H](NC([C@@H](NC(C1=CC(=CC=C1)NC(C1=CC=C(C=C1)C#N)=O)=O)CC(=O)OC(C)(C)C)=O)CC1=CC=CC2=CC=CC=C12)=O (N-[3-(t-butoxycarbonyl)-N-[m-(p-cyanobenzamido)benzoyl]-L-alanyl]-3-(1-naphthyl)-L-alanine methyl ester). Yield: 56.0%. RXN SMILES: [C:1]([C:3]1[CH:11]=[CH:10][C:6]([C:7]([OH:9])=O)=[CH:5][CH:4]=1)#[N:2].[CH3:12][O:13][C:14](=[O:49])[C@H:15]([CH2:38][C:39]1[C:48]2[C:43](=[CH:44][CH:45]=[CH:46][CH:47]=2)[CH:42]=[CH:41][CH:40]=1)[NH:16][C:17](=[O:37])[C@H:18]([CH2:29][C:30]([O:32][C:33]([CH3:36])([CH3:35])[CH3:34])=[O:31])[NH:19][C:20](=[O:28])[C:21]1[CH:26]=[CH:25][CH:24]=[C:23]([NH2:27])[CH:22]=1>>[CH3:12][O:13][C:14](=[O:49])[C@H:15]([CH2:38][C:39]1[C:48]2[C:43](=[CH:44][CH:45]=[CH:46][CH:47]=2)[CH:42]=[CH:41][CH:40]=1)[NH:16][C:17](=[O:37])[C@H:18]([CH2:29][C:30]([O:32][C:33]([CH3:36])([CH3:35])[CH3:34])=[O:31])[NH:19][C:20](=[O:28])[C:21]1[CH:26]=[CH:25][CH:24]=[C:23]([NH:27][C:7](=[O:9])[C:6]2[CH:5]=[CH:4][C:3]([C:1]#[N:2])=[CH:11][CH:10]=2)[CH:22]=1. Reported procedure: By coupling 4-cyanobenzoic acid with N-[N-(m-aminobenzoyl)-3-(t-butoxycarbonyl)-L-alanyl]-3-(1-naphthyl)-L-alanine methyl ester there is obtained N-[3-(t-butoxycarbonyl)-N-[m-(p-cyanobenzamido)benzoyl]-L-alanyl]-3-(1-naphthyl)-L-alanine methyl ester, yield: 56% of theory, MS: 649 (M+H)+. Starting materials: COC1=CC2=C(CC(N(CC2)CCCCl)=O)C=C1OC (3-(7,8-dimethoxy-1,3,4,5-tetrahydro-2H-3-benzazepin-2-on-3-yl)-1-chloropropane), CNCCOC1=CC=C(C=C1)OC (N-methyl-2-(4-methoxyphenyloxy)-ethylamine). Product: COC1=CC2=C(CC(N(CC2)CCCN(CCOC2=CC=C(C=C2)OC)C)=O)C=C1OC (N-[3-(7,8-Dimethoxy-1,3,4,5-tetrahydro-2H-3-benzazepin-2-on-3-yl)-propyl]-N-[2-(4-methoxyphenyloxy)-ethyl]-methylamine). As a reaction SMILES: [CH3:1][O:2][C:3]1[C:18]([O:19][CH3:20])=[CH:17][C:6]2[CH2:7][C:8](=[O:16])[N:9]([CH2:12][CH2:13][CH2:14]Cl)[CH2:10][CH2:11][C:5]=2[CH:4]=1.[CH3:21][NH:22][CH2:23][CH2:24][O:25][C:26]1[CH:31]=[CH:30][C:29]([O:32][CH3:33])=[CH:28][CH:27]=1>>[CH3:1][O:2][C:3]1[C:18]([O:19][CH3:20])=[CH:17][C:6]2[CH2:7][C:8](=[O:16])[N:9]([CH2:12][CH2:13][CH2:14][N:22]([CH3:21])[CH2:23][CH2:24][O:25][C:26]3[CH:31]=[CH:30][C:29]([O:32][CH3:33])=[CH:28][CH:27]=3)[CH2:10][CH2:11][C:5]=2[CH:4]=1. Reported procedure: The title compound is prepared from 3-(7,8-dimethoxy-1,3,4,5-tetrahydro-2H-3-benzazepin-2-on-3-yl)-1-chloropropane and N-methyl-2-(4-methoxyphenyloxy)-ethylamine analogously to Example 6. The reactants are FC1=C(C=C(C=C1)C1=C(C(=CC(=C1)C)C)/C=C/C(CC(CC(=O)OC)O)O)CO[Si](C)(C)C(C)(C)C (Methyl (E)-7-(4'-fluoro-3,5-dimethyl-3'-[[(1,1-dimethylethyl)dimethylsilyl]oxymethyl][1,1'-biphenyl]-2-yl]-3,5-dihydroxy-6-heptenoate), [OH-].[Na+] (NaOH). Run in CO (MeOH). Product: FC1=C(C=C(C=C1)C1=C(C(=CC(=C1)C)C)/C=C/[C@H]1C[C@@H](CC(O1)=O)O)CO[Si](C)(C)C(C)(C)C (trans-(E)-6-[2-[4'-Fluoro-3,5-dimethyl-3'-[[(1,1-dimethylethyl)dimethylsilyl]oxymethyl][1,1'-biphenyl]-2-yl]ethenyl]-3,4,5,6-tetra-hydro-4-hydroxy-2H-pyran-2-one). RXN SMILES: [F:1][C:2]1[CH:7]=[CH:6][C:5]([C:8]2[CH:13]=[C:12]([CH3:14])[CH:11]=[C:10]([CH3:15])[C:9]=2/[CH:16]=[CH:17]/[CH:18]([OH:27])[CH2:19][CH:20]([OH:26])[CH2:21][C:22](OC)=[O:23])=[CH:4][C:3]=1[CH2:28][O:29][Si:30]([C:33]([CH3:36])([CH3:35])[CH3:34])([CH3:32])[CH3:31].[OH-].[Na+]>CO>[F:1][C:2]1[CH:7]=[CH:6][C:5]([C:8]2[CH:13]=[C:12]([CH3:14])[CH:11]=[C:10]([CH3:15])[C:9]=2/[CH:16]=[CH:17]/[C@@H:18]2[O:27][C:22](=[O:23])[CH2:21][C@@H:20]([OH:26])[CH2:19]2)=[CH:4][C:3]=1[CH2:28][O:29][Si:30]([C:33]([CH3:34])([CH3:35])[CH3:36])([CH3:31])[CH3:32] |f:1.2|. Procedure details: A solution of the compound (1h) (900 mg 1.7 mmol), 1 N NaOH (2.5 mL, 2.5 mmol) and MeOH (15 mL) was stirred at 25° C. for 1 hour. The reaction mixture was evaporated in vacuo at 25° C. and the residue was dissolved in H2O (100 mL). The reaction solvent was acidified with 12 N HCl (1 mL) and extracted with Et2O (100 mL). The organic extract was washed with H2O (2×100 mL), dried over MgSO4, filtered, evaporated and the residual crude dihydroxy acid was dissolved in toluene (75 mL) and heated at re...